This data is from the Open Reaction Database (ORD), a public repository of structured organic reaction records. The task is: describe an organic reaction: reactants, conditions, products, and yield The reactants are Cl (hydrogen chloride), C1OCCC12CCN(CC2)C(=O)OC(C)(C)C (1,1-dimethylethyl 2-oxa-8-azaspiro[4.5]decane-8-carboxylate). Run in CO (methanol). Run at time 24 hour. Product: C1OCCC12CCNCC2 (2-Oxa-8-azaspiro[4.5]decane). Yield: 87.9%. As a reaction SMILES: Cl.[CH2:2]1[C:6]2([CH2:11][CH2:10][N:9](C(OC(C)(C)C)=O)[CH2:8][CH2:7]2)[CH2:5][CH2:4][O:3]1>CO>[CH2:2]1[C:6]2([CH2:11][CH2:10][NH:9][CH2:8][CH2:7]2)[CH2:5][CH2:4][O:3]1. Procedure details: Methanolic hydrogen chloride (3M, 3 mL) was added to a stirred, cooled (0° C.) solution of 1,1-dimethylethyl 2-oxa-8-azaspiro[4.5]decane-8-carboxylate (Description 25, 150 mg, 0.62 mmol) in methanol and the mixture was stirred at room temperature for 24 hours. The solvent was evaporated under reduced pressure and the residue was dissolved in methanol and passed through Amberlyst™ 26 ion exchange resin, eluting with methanol. The solvent was evaporated under reduced pressure and the residue was d...